This data is from the Open Reaction Database (ORD), a public repository of structured organic reaction records. The task is: describe an organic reaction: reactants, conditions, products, and yield Reactants: C1CCOC1, CO, Cl, [Li+], COC(=O)C1(C(=O)OC)CCN(C(=O)OC(C)(C)C)CC1, [OH-]. Yields the product COC(=O)C1(C(=O)O)CCN(C(=O)OC(C)(C)C)CC1. Reaction SMILES: [CH2:25]1[O:26][CH2:27][CH2:28][CH2:29]1.[CH3:30][OH:31].[ClH:24].[Li+:23].[N:1]1([C:15](=[O:16])[O:17][C:18]([CH3:19])([CH3:20])[CH3:21])[CH2:2][CH2:3][C:4]([C:7](=[O:8])[O:9][CH3:10])([C:11](=[O:12])[O:13][CH3:14])[CH2:5][CH2:6]1.[OH-:22]>>[N:1]1([C:15](=[O:16])[O:17][C:18]([CH3:19])([CH3:20])[CH3:21])[CH2:2][CH2:3][C:4]([C:7](=[O:8])[O:9][CH3:10])([C:11](=[O:12])[OH:13])[CH2:5][CH2:6]1. The reactants are C1(=CC=CC=C1)C(OCC(C)(C)N(C)CCC1=CC=C(C=C1)C(=O)OC)C1=CC=CC=C1 (1-diphenylmethoxy-2-[N-(4-methoxycarbonylphenethyl)-N-methylamino]-2-methylpropane), steel, N (ammonia). Yields the product C(N)(=O)C1=CC=C(CCN(C)C(COC(C2=CC=CC=C2)C2=CC=CC=C2)(C)C)C=C1 (2-[N-(4-Carbamoylphenethyl)-N-methylamino]-1-diphenylmethoxy-2-methylpropan). Yield: 62.0%. Reaction SMILES: [C:1]1([CH:7]([C:27]2[CH:32]=[CH:31][CH:30]=[CH:29][CH:28]=2)[O:8][CH2:9][C:10]([N:13]([CH2:15][CH2:16][C:17]2[CH:22]=[CH:21][C:20]([C:23](OC)=[O:24])=[CH:19][CH:18]=2)[CH3:14])([CH3:12])[CH3:11])[CH:6]=[CH:5][CH:4]=[CH:3][CH:2]=1.[NH3:33]>>[C:23]([C:20]1[CH:21]=[CH:22][C:17]([CH2:16][CH2:15][N:13]([C:10]([CH3:12])([CH3:11])[CH2:9][O:8][CH:7]([C:27]2[CH:32]=[CH:31][CH:30]=[CH:29][CH:28]=2)[C:1]2[CH:6]=[CH:5][CH:4]=[CH:3][CH:2]=2)[CH3:14])=[CH:18][CH:19]=1)(=[O:24])[NH2:33]. Procedure details: A solution of 1-diphenylmethoxy-2-[N-(4-methoxycarbonylphenethyl)-N-methylamino]-2-methylpropane (800 mg -- see Example 13) in saturated methanolic ammonia (80 ml) was heated in a steel bomb at 100° for 80 hours and evaporated. The residue was purified by chromatography on silica (40 g) using methylene chloride:methanol:saturated methanolic ammonia (96:4:1) as the eluant. Appropriate fractions were combined and evaporated to give the title compound as a colourless oil (480 mg, 62%).